From a dataset of the Open Reaction Database (ORD), a public repository of structured organic reaction records. describe an organic reaction: reactants, conditions, products, and yield Yield: 87.4%. RXN SMILES: Br[C:2]1[C:11]([F:12])=[C:10]([F:13])[C:9]([F:14])=[C:8]2[C:3]=1[C:4](=[O:23])[C:5]([C:18]([O:20][CH2:21][CH3:22])=[O:19])=[CH:6][N:7]2[CH:15]1[CH2:17][CH2:16]1.[CH2:24]([Sn](CCCC)(CCCC)C=C)[CH2:25]CC>C1(C)C=CC=CC=1.[Pd].C1(P(C2C=CC=CC=2)C2C=CC=CC=2)C=CC=CC=1.C1(P(C2C=CC=CC=2)C2C=CC=CC=2)C=CC=CC=1.C1(P(C2C=CC=CC=2)C2C=CC=CC=2)C=CC=CC=1.C1(P(C2C=CC=CC=2)C2C=CC=CC=2)C=CC=CC=1>[CH:15]1([N:7]2[C:8]3[C:3](=[C:2]([CH:24]=[CH2:25])[C:11]([F:12])=[C:10]([F:13])[C:9]=3[F:14])[C:4](=[O:23])[C:5]([C:18]([O:20][CH2:21][CH3:22])=[O:19])=[CH:6]2)[CH2:17][CH2:16]1 |f:3.4.5.6.7|. Reactants: BrC1=C2C(C(=CN(C2=C(C(=C1F)F)F)C1CC1)C(=O)OCC)=O (ethyl 5-bromo-1-cyclopropyl-6,7,8-trifluoro-1,4-dihydro-4-oxo-3-quinolinecarboxylate), C(CCC)[Sn](C=C)(CCCC)CCCC (tributyl-vinylstannane). Reagents/catalysts: [Pd].C1(=CC=CC=C1)P(C1=CC=CC=C1)C1=CC=CC=C1.C1(=CC=CC=C1)P(C1=CC=CC=C1)C1=CC=CC=C1.C1(=CC=CC=C1)P(C1=CC=CC=C1)C1=CC=CC=C1.C1(=CC=CC=C1)P(C1=CC=CC=C1)C1=CC=CC=C1 (tetrakis(triphenylphosphine)-palladium(0)). Solvent: C1(=CC=CC=C1)C (toluene). Run at temperature -18 celsius. Reported procedure: 5.9 g of ethyl 5-bromo-1-cyclopropyl-6,7,8-trifluoro-1,4-dihydro-4-oxo-3-quinolinecarboxylate, 6.7 g of tributyl-vinylstannane and 0.69 g of tetrakis(triphenylphosphine)-palladium(0) are refluxed for 10 hours in 60 ml of absolute toluene under a nitrogen atmosphere. The reaction mixture is cooled to -18° C., and the solid which has precipitated is filtered off with suction, washed with toluene and dried. 4.46 g of the title compound are obtained (88% of theory). Yields the product C1(CC1)N1C=C(C(C2=C(C(=C(C(=C12)F)F)F)C=C)=O)C(=O)OCC (Ethyl 1-cyclopropyl-6,7,8-trifluoro-1,4-dihydro-4-oxo-5-vinyl-3-quinolinecarboxylate). Starting materials: BrCCCCCC1=NC=CC=C1 (2-(5-bromopentyl)pyridine), C[Si](C1=CC(=CO1)C=O)(C)C (5-trimethylsilyl-3-furaldehyde), C(C)(C)(C)[Li] (tert-Butyl lithium), C(C)(=O)OC(C)=O (acetic anhydride), solution. Run in O1CCCC1 (tetrahydrofuran), O1CCCC1 (tetrahydrofuran), CCCCC (pentane). Conditions: time 1 hour. Yields the product C(C)(=O)OC(CCCCCC1=NC=CC=C1)C=1C=C(OC1)[Si](C)(C)C (4-[1-Acetoxy-6-(2-pyridyl)hexyl]-2-trimethylsilylfuran). RXN SMILES: C([Li])(C)(C)C.Br[CH2:7][CH2:8][CH2:9][CH2:10][CH2:11][C:12]1[CH:17]=[CH:16][CH:15]=[CH:14][N:13]=1.[CH3:18][Si:19]([CH3:28])([CH3:27])[C:20]1[O:24][CH:23]=[C:22]([CH:25]=[O:26])[CH:21]=1.[C:29](OC(=O)C)(=[O:31])[CH3:30]>CCCCC.O1CCCC1>[C:29]([O:26][CH:25]([C:22]1[CH:21]=[C:20]([Si:19]([CH3:28])([CH3:27])[CH3:18])[O:24][CH:23]=1)[CH2:7][CH2:8][CH2:9][CH2:10][CH2:11][C:12]1[CH:17]=[CH:16][CH:15]=[CH:14][N:13]=1)(=[O:31])[CH3:30]. Reported procedure: tert-Butyl lithium (a 1.7M solution in pentane; 2.4 ml, 4.14 mmol) was added dropwise to a solution of 2-(5-bromopentyl)pyridine (472.3 mg, 2.07 mmol) in tetrahydrofuran (7 ml) at -78° under argon. After 1 hour, a solution of 5-trimethylsilyl-3-furaldehyde (348 mg, 2.07 mmol) in tetrahydrofuran (1 ml) was added, followed by acetic anhydride (0.59 ml, 6.21 mmol) after 2 hours. The mixture was allowed to warm to room temperature and quenched with water (after 22 hours). Extraction (ethyl ether) an... Reported procedure: 333 mg (0.80 mmol) of tert-butyl {4-[5-chloro-2-(difluoromethoxy)phenyl]-5-methoxy-2-oxopyridin-1(2H)-yl}acetate in the presence of 0.96 ml (0.96 mmol, 1.2 eq.) of bis(trimethylsilyl)lithium amide (1M in THF) and 426 mg (purity 70%, 1.20 mmol, 1.5 eq.) of (2R)-tetrahydro-2H-pyran-2-ylmethyl trifluoromethanesulphonate were reacted according to General Method 7B. Yield: 85 mg (purity 94%, 19% of theory) As a reaction SMILES: [Cl:1][C:2]1[CH:3]=[CH:4][C:5]([O:25][CH:26]([F:28])[F:27])=[C:6]([C:8]2[C:13]([O:14][CH3:15])=[CH:12][N:11]([CH2:16][C:17]([O:19][C:20]([CH3:23])([CH3:22])[CH3:21])=[O:18])[C:10](=[O:24])[CH:9]=2)[CH:7]=1.FC(F)(F)S(O[CH2:35][C@H:36]1[CH2:41][CH2:40][CH2:39][CH2:38][O:37]1)(=O)=O>>[Cl:1][C:2]1[CH:3]=[CH:4][C:5]([O:25][CH:26]([F:28])[F:27])=[C:6]([C:8]2[C:13]([O:14][CH3:15])=[CH:12][N:11]([CH:16]([CH2:35][C@H:36]3[CH2:41][CH2:40][CH2:39][CH2:38][O:37]3)[C:17]([O:19][C:20]([CH3:23])([CH3:22])[CH3:21])=[O:18])[C:10](=[O:24])[CH:9]=2)[CH:7]=1. Starting materials: ClC=1C=CC(=C(C1)C1=CC(N(C=C1OC)CC(=O)OC(C)(C)C)=O)OC(F)F (tert-butyl {4-[5-chloro-2-(difluoromethoxy)phenyl]-5-methoxy-2-oxopyridin-1(2H)-yl}acetate), bis(trimethylsilyl)lithium amide, FC(S(=O)(=O)OC[C@@H]1OCCCC1)(F)F ((2R)-tetrahydro-2H-pyran-2-ylmethyl trifluoromethanesulphonate). Product: ClC=1C=CC(=C(C1)C1=CC(N(C=C1OC)C(C(=O)OC(C)(C)C)C[C@@H]1OCCCC1)=O)OC(F)F (tert-Butyl 2-{4-[5-chloro-2-(difluoromethoxy)phenyl]-5-methoxy-2-oxopyridin-1(2H)-yl}-3-[(2R)-tetrahydro-2H-pyran-2-yl]propanoate). Starting materials: O=C(O)CNc1cc(Br)c(F)cc1[N+](=O)[O-], CCO, [Na], O, O, Cl[Sn]Cl. Yields the product O=C1CNc2cc(Br)c(F)cc2N1. Reaction SMILES: [Br:2][c:3]1[c:4]([F:17])[cH:5][c:6]([N+:14]([O-:13])=[O:15])[c:7]([NH:9][CH2:10][C:11](=[O:12])[OH:16])[cH:8]1.[CH3:23][CH2:24][OH:25].[Na:1].[OH2:18].[OH2:19].[Sn:20]([Cl:21])[Cl:22]>>[Br:2][c:3]1[c:4]([F:17])[cH:5][c:6]2[c:7]([cH:8]1)[NH:9][CH2:10][C:11](=[O:12])[NH:14]2. The reactants are Brc1cccc(Br)n1, Cc1cc(-c2ccc(C(F)(F)F)cc2)cc(I)n1. Yields the product Cc1cc(-c2ccc(C(F)(F)F)cc2)cc(-c2cccc(Br)n2)n1. Reaction SMILES: [Br:19][c:20]1[n:21][c:22]([Br:26])[cH:23][cH:24][cH:25]1.[I:1][c:2]1[n:3][c:4]([CH3:18])[cH:5][c:6](-[c:8]2[cH:9][cH:10][c:11]([C:14]([F:15])([F:16])[F:17])[cH:12][cH:13]2)[cH:7]1>>[c:2]1(-[c:22]2[n:21][c:20]([Br:19])[cH:25][cH:24][cH:23]2)[n:3][c:4]([CH3:18])[cH:5][c:6](-[c:8]2[cH:9][cH:10][c:11]([C:14]([F:15])([F:16])[F:17])[cH:12][cH:13]2)[cH:7]1. Reactants: CC1C=2N(C=CC3=C1C=CC=C3)C(=NN2)SC (11-Methyl-3-methylthio-11H-s-triazolo[3,4-b][3]benzazepine), [OH-].[K+] (potassium hydroxide). Product: CC1C=2N(C=CC3=C1C=CC=C3)C(NN2)=O (2,11-dihydro-11-methyl-3H-s-triazolo[3,4-b][3]benzazepin-3-one). As a reaction SMILES: [CH3:1][CH:2]1[C:8]2[CH:9]=[CH:10][CH:11]=[CH:12][C:7]=2[CH:6]=[CH:5][N:4]2[C:13](SC)=[N:14][N:15]=[C:3]12.[OH-:18].[K+]>>[CH3:1][CH:2]1[C:8]2[CH:9]=[CH:10][CH:11]=[CH:12][C:7]=2[CH:6]=[CH:5][N:4]2[C:13](=[O:18])[NH:14][N:15]=[C:3]12 |f:1.2|. Reported procedure: 11-Methyl-3-methylthio-11H-s-triazolo[3,4-b][3]benzazepine was treated with potassium hydroxide and the reaction mixture was treated as described. By this procedure was obtained 2,11-dihydro-11-methyl-3H-s-triazolo[3,4-b][3]benzazepin-3-one as crystals. Pale brown needles (as recrystallized from ethanol), m.p. 119°-120° C. The reactants are CN(Cc1ccccn1)C(=O)c1ccc(C(=O)NN)s1, CC(=O)c1csc(-c2ccc(Cl)c(Cl)c2)c1O. The product is CC(=NNC(=O)c1ccc(C(=O)N(C)Cc2ccccn2)s1)c1csc(-c2ccc(Cl)c(Cl)c2)c1O. Reaction SMILES: [CH3:18][N:19]([C:20](=[O:21])[c:22]1[s:23][c:24]([C:27](=[O:28])[NH:29][NH2:30])[cH:25][cH:26]1)[CH2:31][c:32]1[cH:33][cH:34][cH:35][cH:36][n:37]1.[Cl:1][c:2]1[cH:3][c:4](-[c:9]2[s:10][cH:11][c:12]([C:15](=[O:16])[CH3:17])[c:13]2[OH:14])[cH:5][cH:6][c:7]1[Cl:8]>>[Cl:1][c:2]1[cH:3][c:4](-[c:9]2[s:10][cH:11][c:12]([C:15]([CH3:17])=[N:30][NH:29][C:27]([c:24]3[s:23][c:22]([C:20]([N:19]([CH3:18])[CH2:31][c:32]4[cH:33][cH:34][cH:35][cH:36][n:37]4)=[O:21])[cH:26][cH:25]3)=[O:28])[c:13]2[OH:14])[cH:5][cH:6][c:7]1[Cl:8]. Reactants: [H-].[Na+] (sodium hydride), ClCC(CC(=O)OCC)=O (ethyl 4-chloroacetoacetate), N(=[N+]=[N-])C(CO)C (2-azidopropan-1-ol). The solvent is O1CCCC1 (tetrahydrofuran), O1CCCC1 (tetrahydrofuran), O1CCCC1 (tetrahydrofuran). Run at time 15 minute. Product: N(=[N+]=[N-])C(COCC(CC(=O)OCC)=O)C (ethyl 4-(2-azidoprop-1-oxy)acetoacetate). The yield is 87.6%. Reaction SMILES: [N:1]([CH:4]([CH3:7])[CH2:5][OH:6])=[N+:2]=[N-:3].[H-].[Na+].Cl[CH2:11][C:12](=[O:19])[CH2:13][C:14]([O:16][CH2:17][CH3:18])=[O:15]>O1CCCC1>[N:1]([CH:4]([CH3:7])[CH2:5][O:6][CH2:11][C:12](=[O:19])[CH2:13][C:14]([O:16][CH2:17][CH3:18])=[O:15])=[N+:2]=[N-:3] |f:1.2|. Procedure details: A solution of the 2-azidopropan-1-ol (10.1 g) in tetrahydrofuran (100 ml) was added over two minutes to a stirred, ice-cooled suspension of sodium hydride (6.6 g; 80% dispersion in oil) in tetrahydrofuran (50 ml). The mixture was stirred for 15 minutes with ice-cooling and then treated over 20 minutes with a solution of ethyl 4-chloroacetoacetate (16.4 g) in tetrahydrofuran (150 ml). The mixture was stirred at room temperature for 16 hours and evaporated. The residue was diluted with water, wash... Starting materials: Cl.O=C1CCC=2C=C(C=NC2N1)/C=C/C(=O)O ((2E)-3-(7-oxo-5,6,7,8-tetrahydro-1,8-naphthyridin-3-yl)acrylic acid hydrochloride), Cl.N1CC(C1)C1=NOC(=N1)C (3-Azetidin-3-yl-5-methyl-1,2,4-oxadiazole hydrochloride), CCN(C(C)C)C(C)C (DIPEA), CCN=C=NCCCN(C)C (EDAC). Solvent: CN(C)C=O (DMF). Reaction conditions: time 8 hour. Yields the product CC1=NC(=NO1)C1CN(C1)C(/C=C/C=1C=C2CCC(NC2=NC1)=O)=O (6-{(1E)-3-[3-(5-Methyl-1,2,4-oxadiazol-3-yl)azetidin-1-yl]-3-oxoprop-1-en-1-yl}-3,4-dihydro-1,8-naphthyridin-2(1H)-one). The yield is 56.5%. As a reaction SMILES: Cl.[O:2]=[C:3]1[NH:12][C:11]2[N:10]=[CH:9][C:8](/[CH:13]=[CH:14]/[C:15]([OH:17])=O)=[CH:7][C:6]=2[CH2:5][CH2:4]1.Cl.[NH:19]1[CH2:22][CH:21]([C:23]2[N:27]=[C:26]([CH3:28])[O:25][N:24]=2)[CH2:20]1.CCN(C(C)C)C(C)C.CCN=C=NCCCN(C)C>CN(C=O)C>[CH3:28][C:26]1[O:25][N:24]=[C:23]([CH:21]2[CH2:22][N:19]([C:15](=[O:17])/[CH:14]=[CH:13]/[C:8]3[CH:7]=[C:6]4[C:11](=[N:10][CH:9]=3)[NH:12][C:3](=[O:2])[CH2:4][CH2:5]4)[CH2:20]2)[N:27]=1 |f:0.1,2.3|. Reported procedure: A 16 mL vial flask was successively charged with (2E)-3-(7-oxo-5,6,7,8-tetrahydro-1,8-naphthyridin-3-yl)acrylic acid hydrochloride (30 mg, 0.12 mmol), DMF (3 mL), 3-azetidin-3-yl-5-methyl-1,2,4-oxadiazole hydrochloride (25 mg, 0.14 mmol; which may be prepared as described in Step 5), DIPEA (48 μL, 0.28 mmol) and EDAC (27 mg, 0.14 mmol). The reaction mixture was stirred at room temperature overnight and concentrated to dryness. The residue was purified on preparative TLC (eluent: dichloromethane/...